Dataset: the Open Reaction Database (ORD), a public repository of structured organic reaction records. Task: describe an organic reaction: reactants, conditions, products, and yield The reactants are BrCCCCCC(=O)NC=1C=C(C=C2C(=CC=NC12)C)OC (6-bromo-N-(6-methoxy-4-methyl-8-quinolinyl)hexanamide), N1(CCNCC1)CCCO (1-piperazinepropanol). Solvent: C(C)(=O)OCC (ethyl acetate), C(C)N(CC)CC (triethylamine). The product is OCCCN1CCN(CC1)CCCCCC(=O)NC=1C=C(C=C2C(=CC=NC12)C)OC (4-(3-Hydroxypropyl)-N-(6-methoxy-4-methyl-8-quinolinyl)-1-piperazine-hexanamide). Isolated yield 95.3%. Reaction SMILES: Br[CH2:2][CH2:3][CH2:4][CH2:5][CH2:6][C:7]([NH:9][C:10]1[CH:11]=[C:12]([O:21][CH3:22])[CH:13]=[C:14]2[C:19]=1[N:18]=[CH:17][CH:16]=[C:15]2[CH3:20])=[O:8].[N:23]1([CH2:29][CH2:30][CH2:31][OH:32])[CH2:28][CH2:27][NH:26][CH2:25][CH2:24]1>C(OCC)(=O)C.C(N(CC)CC)C>[OH:32][CH2:31][CH2:30][CH2:29][N:23]1[CH2:28][CH2:27][N:26]([CH2:2][CH2:3][CH2:4][CH2:5][CH2:6][C:7]([NH:9][C:10]2[CH:11]=[C:12]([O:21][CH3:22])[CH:13]=[C:14]3[C:19]=2[N:18]=[CH:17][CH:16]=[C:15]3[CH3:20])=[O:8])[CH2:25][CH2:24]1. Reported procedure: A mixture of 4.3 g (0.012 mole) of 6-bromo-N-(6-methoxy-4-methyl-8-quinolinyl)hexanamide and 3.5 g (0.024 mole) of 1-piperazinepropanol was heated at 120° for 2 hr and allowed to cool. The mixture was diluted with ethyl acetate and excess triethylamine, washed with water, dried over anhydrous magnesium sulfate, filtered and concentrated in vacuo to dryness to afford 4.9 g (96%) of the desired compound as a gum. The IR and NMR (CDCl3) were consistent with the assigned structure. Reactants: ClC1=NC2=CC=C(C=C2C(=N1)N)C (2-chloro-6-methyl-quinazolin-4-ylamine), C(C)OC=1C=C(CN2CCC(CC2)N)C=CC1OC (1-(3-ethoxy-4-methoxy-benzyl)-piperidin-4-ylamine), C(C)OC=1C=C(CN2CCC(CC2)N)C=CC1OC (1-(3-ethoxy-4-methoxy-benzyl)-piperidin-4-ylamine). Run in CN1CCCC1=O (NMP). Product: C(C)OC=1C=C(CN2CCC(CC2)NC2=NC3=CC=C(C=C3C(=N2)N)C)C=CC1OC (N2-[1-(3-Ethoxy-4-methoxy-benzyl)-piperidin-4-yl]-6-methyl-quinazoline-2,4-diamine). Isolated yield 47.0%. RXN SMILES: Cl[C:2]1[N:11]=[C:10]([NH2:12])[C:9]2[C:4](=[CH:5][CH:6]=[C:7]([CH3:13])[CH:8]=2)[N:3]=1.[CH2:14]([O:16][C:17]1[CH:18]=[C:19]([CH:28]=[CH:29][C:30]=1[O:31][CH3:32])[CH2:20][N:21]1[CH2:26][CH2:25][CH:24]([NH2:27])[CH2:23][CH2:22]1)[CH3:15]>CN1C(=O)CCC1>[CH2:14]([O:16][C:17]1[CH:18]=[C:19]([CH:28]=[CH:29][C:30]=1[O:31][CH3:32])[CH2:20][N:21]1[CH2:22][CH2:23][CH:24]([NH:27][C:2]2[N:11]=[C:10]([NH2:12])[C:9]3[C:4](=[CH:5][CH:6]=[C:7]([CH3:13])[CH:8]=3)[N:3]=2)[CH2:25][CH2:26]1)[CH3:15]. Reported procedure: A solution of 2-chloro-6-methyl-quinazolin-4-ylamine (29.1 mg, 0.15 mmol, 1.0 equiv) and 1-(3-ethoxy-4-methoxy-benzyl)-piperidin-4-ylamine (47.6 mg, 0.18 mmol, 1.2 equiv; intermediate A1) in NMP (2 mL) was heated by microwave irradiation to 220° C. for 30 min. Removal of the solvent under reduced pressure and purification by preparative HPLC on reversed phase eluting with a gradient of acetonitrile/water provided 29.7 mg (39%) of the title compound. MS (ISP): 422.5 [M+H]+. The reactants are C(=O)(O)C=1C=C(OC2=CC=C(C=C2)[N+](=O)[O-])C=CC1 (4-(3-carboxyphenoxy)-1-nitrobenzene), CCN=C=NCCCN(C)C.Cl (EDCI.HCl), CN (methylamine). The reagents and catalysts are [Ni].CN1CCOCC1 (Ni methylmorpholine). Run in C(Cl)Cl (CH2Cl2). Reaction conditions: time 3 day. Yields the product CNC(=O)C=1C=C(OC2=CC=C(C=C2)[N+](=O)[O-])C=CC1 (4-(3-(N-methylcarbamoyl)phenoxy)-1-nitrobenzene). Isolated yield 48.2%. Reaction SMILES: [C:1]([C:4]1[CH:5]=[C:6]([CH:17]=[CH:18][CH:19]=1)[O:7][C:8]1[CH:13]=[CH:12][C:11]([N+:14]([O-:16])=[O:15])=[CH:10][CH:9]=1)(O)=[O:2].C[CH2:21][N:22]=C=NCCCN(C)C.Cl.CN>C(Cl)Cl.[Ni].CN1CCOCC1>[CH3:21][NH:22][C:1]([C:4]1[CH:5]=[C:6]([CH:17]=[CH:18][CH:19]=1)[O:7][C:8]1[CH:13]=[CH:12][C:11]([N+:14]([O-:16])=[O:15])=[CH:10][CH:9]=1)=[O:2] |f:1.2,5.6|. Reported procedure: A mixture of 4-(3-carboxyphenoxy)-1-nitrobenzene (3.72 g, 14.4 mmol), EDCI.HCl (3.63 g, 18.6 mmol), Ni-methylmorpholine (1.6 mL, 14.5 mmol) and methylamine (2.0 M in THF 8 mL, 16 mmol) in CH2Cl2 (45 mL) was stirred at room temp. for 3 d, then concentrated under reduced pressure. The residue was dissolved in EtOAc (50 mL) and the resulting mixture was extracted with a 1M HCl solution (50 mL). The aqueous layer was back-extracted with EtOAc (2×50 mL). The combined organic phases were washed with a... Starting materials: [Na] (sodium), ClC1=C(CCl)C=CC=C1 (o-chlorobenzyl chloride), 2B, C(#N)CC(=O)OCC (ethyl cyanoacetate). Run in C(C)O (ethanol). Conditions: temperature 0 celsius, time 3 hour. The product is ClC1=C(CC(C(=O)OCC)C#N)C=CC=C1 (Ethyl 2-(o-Chlorobenzyl)Cyanoacetate). Yield: 68.0%. Reaction SMILES: [Na].[C:2]([CH2:4][C:5]([O:7][CH2:8][CH3:9])=[O:6])#[N:3].[Cl:10][C:11]1[CH:18]=[CH:17][CH:16]=[CH:15][C:12]=1[CH2:13]Cl>C(O)C>[Cl:10][C:11]1[CH:18]=[CH:17][CH:16]=[CH:15][C:12]=1[CH2:13][CH:4]([C:2]#[N:3])[C:5]([O:7][CH2:8][CH3:9])=[O:6] |^1:0|. Reported procedure: Into a 3-liter, three-necked flask equipped with a mechanical stirrer, reflux condenser, addition funnel and nitrogen inlet is placed a solution of 35.64 g (1.55 moles) of sodium metal in 1050 mm of absolute 2B ethanol. The solution is stirred under nitrogen and cooled to 0° C. in an ice bath and 763.56 g (6.75 moles) of ethyl cyanoacetate is added dropwise over a period of 15 minutes. To this white suspension is added 241.56 g (1.5 moles) to o-chlorobenzyl chloride dropwise over 1 hour. After t... The yield is 104.3%. Procedure: Chlorosulfonic acid(100 g) was added to 3-amino-8-bromo-5,6-dihydrobenzo[f]quinazolin-1(2H)-one(5.20 g,17.8 mmole) and the solution stirred overnight at room temperature. The reaction mixture was poured over ice, the collected solid washed with water, and dried under high vacuum to give 3-amino-8-bromo-5,6-dihydrobenzo[f]quinazolin-1(2H)-one-9-sulfonyl chloride(7.25 g, 90%). 1H NMR (DMSO-d6, 200 MHz) δ: 2.67-2.75 (m, 2H, Ar CH2), 2.81-2.88 (m, 2H, Ar CH2), 7.43 (s, 1H, Ar), 8.23 (br s, 2H, NH2),... Yields the product NC1=NC=2CCC3=C(C2C(N1)=O)C=C(C(=C3)Br)S(=O)(=O)Cl (3-amino-8-bromo-5,6-dihydrobenzo[f]quinazolin-1(2H)-one-9-sulfonyl chloride). RXN SMILES: [Cl:1][S:2]([OH:5])(=O)=[O:3].[NH2:6][C:7]1[NH:16][C:15](=[O:17])[C:14]2[C:13]3[CH:18]=[CH:19][C:20]([Br:22])=[CH:21][C:12]=3[CH2:11][CH2:10][C:9]=2[N:8]=1>>[NH2:6][C:7]1[NH:16][C:15](=[O:17])[C:14]2[C:13]3[CH:18]=[C:19]([S:2]([Cl:1])(=[O:5])=[O:3])[C:20]([Br:22])=[CH:21][C:12]=3[CH2:11][CH2:10][C:9]=2[N:8]=1. The reactants are ClS(=O)(=O)O (Chlorosulfonic acid), NC1=NC=2CCC3=C(C2C(N1)=O)C=CC(=C3)Br (3-amino-8-bromo-5,6-dihydrobenzo[f]quinazolin-1(2H)-one). Conditions: time 8 hour. The reactants are [Br-], CCCC[N+](CCCC)(CCCC)CCCC, Cc1ccccc1, CC(C)C(=O)c1ccc(Cl)cc1, ClCc1ccc(Cl)cc1, [K+], [OH-]. The product is CC(C)(Cc1ccc(Cl)cc1)C(=O)c1ccc(Cl)cc1. RXN SMILES: [Br-:24].[CH3:25][CH2:26][CH2:27][CH2:28][N+:29]([CH2:30][CH2:31][CH2:32][CH3:33])([CH2:34][CH2:35][CH2:36][CH3:37])[CH2:38][CH2:39][CH2:40][CH3:41].[CH3:42][c:43]1[cH:44][cH:45][cH:46][cH:47][cH:48]1.[CH:1]([CH3:2])([CH3:3])[C:4](=[O:5])[c:6]1[cH:7][cH:8][c:9]([Cl:12])[cH:10][cH:11]1.[Cl:15][c:16]1[cH:17][cH:18][c:19]([CH2:20][Cl:21])[cH:22][cH:23]1.[K+:14].[OH-:13]>>[C:1]([CH3:2])([CH3:3])([C:4](=[O:5])[c:6]1[cH:7][cH:8][c:9]([Cl:12])[cH:10][cH:11]1)[CH2:20][c:19]1[cH:18][cH:17][c:16]([Cl:15])[cH:23][cH:22]1. Reactants: CC(c1ccccc1)N1CC2(NC(=O)OC(C)(C)C)COC3CC32C1, C1COCCO1, [OH-], [OH-], [Pd+2]. Yields the product CC(C)(C)OC(=O)NC12CN=CC13CC3OC2. Reaction SMILES: [C:1]([CH3:2])([CH3:3])([CH3:4])[O:5][C:6]([NH:7][C:8]12[CH2:9][N:10]([CH:17]([c:18]3[cH:19][cH:20][cH:21][cH:22][cH:23]3)[CH3:24])[CH2:11][C:12]13[CH:13]([O:14][CH2:15]2)[CH2:16]3)=[O:25].[O:26]1[CH2:27][CH2:28][O:29][CH2:30][CH2:31]1.[OH-:32].[OH-:34].[Pd+2:33]>>[C:1]([CH3:2])([CH3:3])([CH3:4])[O:5][C:6]([NH:7][C:8]12[CH2:9][N:10]=[CH:11][C:12]13[CH:13]([O:14][CH2:15]2)[CH2:16]3)=[O:25]. Starting materials: BrC=1C=CC(=NC1)C1=CC=NC=C1 (5-bromo-2,4′-bipyridyl), dichloro(tetramethylethylenediamine)zinc(II), CCCCCC (hexane), C(CCC)[Li] (butyl lithium), C1(=CC=C(C=C1)C1=NC(=NC(=N1)C1=CC=C(C=C1)C1=CC=CC=C1)C1=CC=C(C=C1)Br)C1=CC=CC=C1 (2,4-bis(4-biphenylyl)-6-(4-bromophenyl)-1,3,5-triazine). The reagents and catalysts are C=1C=CC(=CC1)[P](C=2C=CC=CC2)(C=3C=CC=CC3)[Pd]([P](C=4C=CC=CC4)(C=5C=CC=CC5)C=6C=CC=CC6)([P](C=7C=CC=CC7)(C=8C=CC=CC8)C=9C=CC=CC9)[P](C=1C=CC=CC1)(C=1C=CC=CC1)C=1C=CC=CC1 (tetrakis(triphenylphosphine)palladium(0)). Run in O1CCCC1 (tetrahydrofuran), O1CCCC1 (tetrahydrofuran). Run at temperature -78 celsius, time 15 minute. Product: C1(=CC=C(C=C1)C1=NC(=NC(=N1)C1=CC=C(C=C1)C1=CC=CC=C1)C1=CC=C(C=C1)C=1C=CC(=NC1)C1=CC=NC=C1)C1=CC=CC=C1 (5-{4-[4,6-bis(4-biphenylyl)-1,3,5-triazin-2-yl]phenyl}-2,4′-bipyridyl). Yield: 54.2%. As a reaction SMILES: CCCCCC.C([Li])CCC.[C:12]1([C:43]2[CH:48]=[CH:47][CH:46]=[CH:45][CH:44]=2)[CH:17]=[CH:16][C:15]([C:18]2[N:23]=[C:22]([C:24]3[CH:29]=[CH:28][C:27]([C:30]4[CH:35]=[CH:34][CH:33]=[CH:32][CH:31]=4)=[CH:26][CH:25]=3)[N:21]=[C:20]([C:36]3[CH:41]=[CH:40][C:39](Br)=[CH:38][CH:37]=3)[N:19]=2)=[CH:14][CH:13]=1.Br[C:50]1[CH:51]=[CH:52][C:53]([C:56]2[CH:61]=[CH:60][N:59]=[CH:58][CH:57]=2)=[N:54][CH:55]=1>C1C=CC([P]([Pd]([P](C2C=CC=CC=2)(C2C=CC=CC=2)C2C=CC=CC=2)([P](C2C=CC=CC=2)(C2C=CC=CC=2)C2C=CC=CC=2)[P](C2C=CC=CC=2)(C2C=CC=CC=2)C2C=CC=CC=2)(C2C=CC=CC=2)C2C=CC=CC=2)=CC=1.O1CCCC1>[C:12]1([C:43]2[CH:48]=[CH:47][CH:46]=[CH:45][CH:44]=2)[CH:17]=[CH:16][C:15]([C:18]2[N:23]=[C:22]([C:24]3[CH:29]=[CH:28][C:27]([C:30]4[CH:35]=[CH:34][CH:33]=[CH:32][CH:31]=4)=[CH:26][CH:25]=3)[N:21]=[C:20]([C:36]3[CH:41]=[CH:40][C:39]([C:50]4[CH:51]=[CH:52][C:53]([C:56]5[CH:61]=[CH:60][N:59]=[CH:58][CH:57]=5)=[N:54][CH:55]=4)=[CH:38][CH:37]=3)[N:19]=2)=[CH:14][CH:13]=1 |^1:65,67,86,105|. Procedure details: Under a stream of argon, 2.2 ml of a hexane solution containing 3.3 mmol of butyl lithium was slowly added to 60 ml of tetrahydrofuran cooled to −78° C. in which 1.62 g of 2,4-bis(4-biphenylyl)-6-(4-bromophenyl)-1,3,5-triazine obtained in Reference Example 3 had been dissolved. After stirring at −78° C. for 15 minutes, 0.91 g of dichloro(tetramethylethylenediamine)zinc(II) was added thereto and stirred at −78° C. for 10 minutes and then at room temperature for 2 hours. A 30 ml portion of tetrahy...